From a dataset of the Open Reaction Database (ORD), a public repository of structured organic reaction records. describe an organic reaction: reactants, conditions, products, and yield Starting materials: COC(=O)COc1cc(-c2ccccc2)sc1C(N)=O, Clc1nc(Cl)nc(Cl)n1, CN(C)C=O, O. Product: COC(=O)COc1cc(-c2ccccc2)sc1C#N. Reaction SMILES: [CH3:1][O:2][C:3]([CH2:4][O:5][c:6]1[c:7]([C:17]([NH2:18])=[O:19])[s:8][c:9](-[c:11]2[cH:12][cH:13][cH:14][cH:15][cH:16]2)[cH:10]1)=[O:20].[Cl:21][c:22]1[n:23][c:24]([Cl:25])[n:26][c:27]([Cl:28])[n:29]1.[O:31]=[CH:32][N:33]([CH3:34])[CH3:35].[OH2:30]>>[CH3:1][O:2][C:3]([CH2:4][O:5][c:6]1[c:7]([C:17]#[N:18])[s:8][c:9](-[c:11]2[cH:12][cH:13][cH:14][cH:15][cH:16]2)[cH:10]1)=[O:20].